Dataset: the Open Reaction Database (ORD), a public repository of structured organic reaction records. Task: describe an organic reaction: reactants, conditions, products, and yield Reactants: [BH4-].[Na+] (NaBH4), COC1=C(C=NCC(OC)OC)C=CC(=C1OC)OC ((2,3,4-Trimethoxybenzylidene)-(2,2-dimethoxyethyl)amine), COC=1C=C(CNCC(OC)OC)C=CC1OC ((3,4-Dimethoxybenzyl)-(2,2-dimethoxyethyl)-amine). The solvent is C(C)O (ethanol). The product is COC1=C(CNCC(OC)OC)C=CC(=C1OC)OC ((2,3,4-trimethoxybenzyl)-(2,2-dimethoxyethyl)amine). The yield is 100.0%. Reaction SMILES: [CH3:1][O:2][C:3]1[C:16]([O:17][CH3:18])=[C:15]([O:19][CH3:20])[CH:14]=[CH:13][C:4]=1[CH:5]=[N:6][CH2:7][CH:8]([O:11][CH3:12])[O:9][CH3:10].[BH4-].[Na+].COC1C=C(C=CC=1OC)CNCC(OC)OC>C(O)C>[CH3:1][O:2][C:3]1[C:16]([O:17][CH3:18])=[C:15]([O:19][CH3:20])[CH:14]=[CH:13][C:4]=1[CH2:5][NH:6][CH2:7][CH:8]([O:9][CH3:10])[O:11][CH3:12] |f:1.2|. Reported procedure: Imine 11e (14.28 g, 0.05040 mol) was dissolved in ethanol (100 mL) and reacted with NaBH4 (3.00 g, 0.0793 mol) as described previously for compound 12a. A colorless oil (14.38 g, 100%) was obtained. 1H NMR (300 MHz, CDCl3) δ 6.89 (d, J=8.4 Hz, 1H), 6.57 (d, J=8.4 Hz, 1H), 4.45 (t, J=5.4 Hz, 1H), 3.87 (s, 3H), 3.82 (s, 3H), 3.80 (s, 2H), 3.70 (s, 3H), 3.31 (s, 6H), 2.68 (d, J=5.4 Hz, 2H); low resolution ESIMS m/z (rel intensity) 286 (MH+, 100), 181 (69). Anal. Calcd for C14H23NO5: C, 58.93; H, 8.... The reactants are COC(CC1=C(C=CC=C1)CC1=NCCC2=CC(=C(C=C12)OC)OC)=O (2-[(3,4-dihydro-6,7-dimethoxy-1-isoquinolyl)methyl]benzeneacetic acid methyl ester), [BH4-].[Na+] (sodium borohydride). Product: COC(CC1=C(C=CC=C1)CC1NCCC2=CC(=C(C=C12)OC)OC)=O (2-[(1,2,3,4-Tetrahydro-6,7 -dimethoxy-1-isoquinolyl)methyl]benzene-acetic acid methyl ester). As a reaction SMILES: [CH3:1][O:2][C:3](=[O:26])[CH2:4][C:5]1[CH:10]=[CH:9][CH:8]=[CH:7][C:6]=1[CH2:11][C:12]1[C:21]2[C:16](=[CH:17][C:18]([O:24][CH3:25])=[C:19]([O:22][CH3:23])[CH:20]=2)[CH2:15][CH2:14][N:13]=1.[BH4-].[Na+]>>[CH3:1][O:2][C:3](=[O:26])[CH2:4][C:5]1[CH:10]=[CH:9][CH:8]=[CH:7][C:6]=1[CH2:11][CH:12]1[C:21]2[C:16](=[CH:17][C:18]([O:24][CH3:25])=[C:19]([O:22][CH3:23])[CH:20]=2)[CH2:15][CH2:14][NH:13]1 |f:1.2|. Reported procedure: The title compound was prepared was described in Example 10 from 2-[(3,4-dihydro-6,7-dimethoxy-1-isoquinolyl)methyl]benzeneacetic acid methyl ester (IXc, Ex. 9) and sodium borohydride, and the oil product was usd in the subsequent reaction without purification.